The task is: describe an organic reaction: reactants, conditions, products, and yield. This data is from the Open Reaction Database (ORD), a public repository of structured organic reaction records. The reactants are Cl[Si](C)(C)C (chlorotrimethylsilane), S(=S)(=O)([O-])[O-].[Na+].[Na+] (sodium thiosulfate), COC1=NC=C(C=N1)C(=O)N[C@H](C1=NC=CC=C1C(F)(F)F)C1=CC=C(C=C1)C(F)(F)F ((S)-2-methoxy-N-((4-(trifluoromethyl)phenyl)(3-(trifluoromethyl)pyridin-2-yl)methyl)pyrimidine-5-carboxamide), [I-].[Na+] (sodium iodide). The solvent is O (H2O), DMSO MeOH(1/1), CC#N (MeCN), C(Cl)Cl (DCM). Reaction conditions: time 17.5 hour. Product: OC1=NC=C(C=N1)C(=O)N[C@H](C1=NC=CC=C1C(F)(F)F)C1=CC=C(C=C1)C(F)(F)F ((S)-2-hydroxy-N-((4-(trifluoromethyl)phenyl)(3-(trifluoromethyl)pyridin-2-yl)-methyl)pyrimidine-5-carboxamide). Reaction SMILES: C[O:2][C:3]1[N:8]=[CH:7][C:6]([C:9]([NH:11][C@@H:12]([C:23]2[CH:28]=[CH:27][C:26]([C:29]([F:32])([F:31])[F:30])=[CH:25][CH:24]=2)[C:13]2[C:18]([C:19]([F:22])([F:21])[F:20])=[CH:17][CH:16]=[CH:15][N:14]=2)=[O:10])=[CH:5][N:4]=1.[I-].[Na+].Cl[Si](C)(C)C.S([O-])([O-])(=O)=S.[Na+].[Na+]>CC#N.C(Cl)Cl.O>[OH:2][C:3]1[N:8]=[CH:7][C:6]([C:9]([NH:11][C@@H:12]([C:23]2[CH:28]=[CH:27][C:26]([C:29]([F:32])([F:31])[F:30])=[CH:25][CH:24]=2)[C:13]2[C:18]([C:19]([F:20])([F:21])[F:22])=[CH:17][CH:16]=[CH:15][N:14]=2)=[O:10])=[CH:5][N:4]=1 |f:1.2,4.5.6|. Procedure details: A 25 mL round-bottomed flask containing a suspension of (S)-2-methoxy-N-((4-(trifluoromethyl)phenyl)(3-(trifluoromethyl)pyridin-2-yl)methyl)pyrimidine-5-carboxamide (Example 44) (0.094 g, 0.206 mmol) and sodium iodide, anhydrous (0.129 g, 0.861 mmol) in anhydrous MeCN (3.5 mL) was treated with chlorotrimethylsilane, redistilled (0.130 mL, 1.028 mmol). The resulting suspension was stirred at rt for 17.5 h. The reaction was concentrated on the rotary evaporator resulting in a gummy residue which w... The reactants are O=C([O-])[O-], CCOC(=O)c1c(Cl)c2cnc(-c3ccccc3)nc2n(CC)c1=O, CN1CCNCC1, CCO, [Na+], [Na+]. Yields the product CCOC(=O)c1c(N2CCN(C)CC2)c2cnc(-c3ccccc3)nc2n(CC)c1=O. Reaction SMILES: [C:33](=[O:34])([O-:35])[O-:36].[CH2:1]([CH3:2])[O:3][C:4](=[O:5])[c:6]1[c:7]([Cl:25])[c:8]2[c:9]([n:10][c:11](-[c:14]3[cH:15][cH:16][cH:17][cH:18][cH:19]3)[n:12][cH:13]2)[n:20]([CH2:23][CH3:24])[c:21]1=[O:22].[CH3:26][N:27]1[CH2:28][CH2:29][NH:30][CH2:31][CH2:32]1.[CH3:39][CH2:40][OH:41].[Na+:37].[Na+:38]>>[CH2:1]([CH3:2])[O:3][C:4](=[O:5])[c:6]1[c:7]([N:30]2[CH2:29][CH2:28][N:27]([CH3:26])[CH2:32][CH2:31]2)[c:8]2[c:9]([n:10][c:11](-[c:14]3[cH:15][cH:16][cH:17][cH:18][cH:19]3)[n:12][cH:13]2)[n:20]([CH2:23][CH3:24])[c:21]1=[O:22]. Reactants: C(C=C)(=O)N(C1=CC=C(C=C1)[N+](=O)[O-])C (N-acryloyl-N-methyl-4-nitro-aniline), Cl.CNC (dimethylamine hydrochloride). Product: CN(CCC(=O)N(C1=CC=C(C=C1)[N+](=O)[O-])C)C (N-[(2-dimethylamino-ethyl)-carbonyl]-N-methyl-4-nitro-aniline). As a reaction SMILES: [C:1]([N:5]([CH3:15])[C:6]1[CH:11]=[CH:10][C:9]([N+:12]([O-:14])=[O:13])=[CH:8][CH:7]=1)(=[O:4])[CH:2]=[CH2:3].Cl.[CH3:17][NH:18][CH3:19]>>[CH3:17][N:18]([CH3:19])[CH2:3][CH2:2][C:1]([N:5]([CH3:15])[C:6]1[CH:11]=[CH:10][C:9]([N+:12]([O-:14])=[O:13])=[CH:8][CH:7]=1)=[O:4] |f:1.2|. Reported procedure: Prepared from N-acryloyl-N-methyl-4-nitro-aniline and dimethylamine hydrochloride Starting materials: [OH-].[NH4+] (ammonium hydroxide), C(CC)C=1N(C2=C(C=NC=3C=CC=CC23)N1)CCCCCC(=O)N (6-(2-Propyl-1H-imidazo[4,5-c]quinolin-1-yl)hexanamide), C1=CC(=CC(=C1)Cl)C(=O)OO (mCPBA), C1(=CC=C(C=C1)S(=O)(=O)Cl)C (p-toluenesulfonyl chloride). Product: NC1=NC=2C=CC=CC2C2=C1N=C(N2CCCCCC(=O)N)CCC (6-(4-amino-2-propyl-1H-imidazo[4,5-c]quinolin-1-yl)hexanamide). RXN SMILES: [CH2:1]([C:4]1[N:5]([CH2:17][CH2:18][CH2:19][CH2:20][CH2:21][C:22]([NH2:24])=[O:23])[C:6]2[C:15]3[CH:14]=[CH:13][CH:12]=[CH:11][C:10]=3[N:9]=[CH:8][C:7]=2[N:16]=1)[CH2:2][CH3:3].C1C=C(Cl)C=C(C(OO)=O)C=1.C1(C)C=CC(S(Cl)(=O)=O)=CC=1.[OH-].[NH4+:48]>>[NH2:48][C:8]1[C:7]2[N:16]=[C:4]([CH2:1][CH2:2][CH3:3])[N:5]([CH2:17][CH2:18][CH2:19][CH2:20][CH2:21][C:22]([NH2:24])=[O:23])[C:6]=2[C:15]2[CH:14]=[CH:13][CH:12]=[CH:11][C:10]=2[N:9]=1 |f:3.4|. Reported procedure: 6-(2-Propyl-1H-imidazo[4,5-c]quinolin-1-yl)hexanamide (1.7 g, 5.2 mmol) was treated with mCPBA (3.61 g, 15.7 mmol) followed by ammonium hydroxide (40 mL) and p-toluenesulfonyl chloride (1.49 g, 7.84 mmol) according to the method described in Part D of Example 8. The crude product was purified as described in Part D of Example 8 to provide 0.137 g of 6-(4-amino-2-propyl-1H-imidazo[4,5-c]quinolin-1-yl)hexanamide as tan needles, mp 210-211° C. Starting materials: CC(=O)O[BH-](OC(C)=O)OC(C)=O, C=O, CCO, CC1CN(C(=O)c2cn3c4c(cccc24)OCC3C2CCCCC2)CC(C)N1, Cl, [Na+]. Product: CC1CN(C(=O)c2cn3c4c(cccc24)OCC3C2CCCCC2)CC(C)N1C, Cl. RXN SMILES: [C:32]([O:33][BH-:34]([O:35][C:36](=[O:37])[CH3:38])[O:39][C:40](=[O:41])[CH3:42])(=[O:43])[CH3:44].[CH2:30]=[O:31].[CH3:46][CH2:47][OH:48].[CH:2]1([CH:8]2[CH2:9][O:10][c:11]3[c:12]4[n:13]2[cH:14][c:15]([C:20](=[O:21])[N:22]2[CH2:23][CH:24]([CH3:29])[NH:25][CH:26]([CH3:28])[CH2:27]2)[c:16]4[cH:17][cH:18][cH:19]3)[CH2:3][CH2:4][CH2:5][CH2:6][CH2:7]1.[ClH:1].[Na+:45]>>[CH:2]1([CH:8]2[CH2:9][O:10][c:11]3[c:12]4[n:13]2[cH:14][c:15]([C:20](=[O:21])[N:22]2[CH2:23][CH:24]([CH3:29])[N:25]([CH3:32])[CH:26]([CH3:28])[CH2:27]2)[c:16]4[cH:17][cH:18][cH:19]3)[CH2:3][CH2:4][CH2:5][CH2:6][CH2:7]1.[ClH:1]. The solvent is CN(C)C=O (DMF). Reported procedure: TEA (1.25 mL) was added to a solution of (E)-3-[3-methoxy-4-(4-methyl-1H-imidazol-1-yl)phenyl]acrylic acid hydrazide dihydrochloride (771 mg) in DMF (15 mL) at room temperature, and the reaction solution was stirred at room temperature for 10 minutes. 4-Fluorophenyl isocyanate (0.26 mL) was added to the reaction solution at room temperature, and the reaction solution was stirred at room temperature for one hour. The reaction solution was added to cold water. The generated solid was separated by ... Conditions: time 10 minute. Starting materials: O (water), TEA, Cl.Cl.COC=1C=C(C=CC1N1C=NC(=C1)C)/C=C/C(=O)NN ((E)-3-[3-methoxy-4-(4-methyl-1H-imidazol-1-yl)phenyl]acrylic acid hydrazide dihydrochloride), FC1=CC=C(C=C1)N=C=O (4-Fluorophenyl isocyanate). The product is FC1=CC=C(C=C1)NC=1OC(=NN1)\C=C\C1=CC(=C(C=C1)N1C=NC(=C1)C)OC ((4-fluorophenyl)-{5-{(E)-2-[3-methoxy-4-(4-methyl-1H-imidazol-1-yl)phenyl]vinyl}-[1,3,4]oxadiazol-2-yl}amine). RXN SMILES: Cl.Cl.[CH3:3][O:4][C:5]1[CH:6]=[C:7](/[CH:17]=[CH:18]/[C:19]([NH:21][NH2:22])=[O:20])[CH:8]=[CH:9][C:10]=1[N:11]1[CH:15]=[C:14]([CH3:16])[N:13]=[CH:12]1.[F:23][C:24]1[CH:29]=[CH:28][C:27]([N:30]=[C:31]=O)=[CH:26][CH:25]=1.O>CN(C=O)C>[F:23][C:24]1[CH:29]=[CH:28][C:27]([NH:30][C:31]2[O:20][C:19](/[CH:18]=[CH:17]/[C:7]3[CH:8]=[CH:9][C:10]([N:11]4[CH:15]=[C:14]([CH3:16])[N:13]=[CH:12]4)=[C:5]([O:4][CH3:3])[CH:6]=3)=[N:21][N:22]=2)=[CH:26][CH:25]=1 |f:0.1.2|. The reactants are C1=CC=C(C=C1)OC2=CC=C(C=C2)Br (4-bromodiphenylether), C(C)(=O)C=1C=NC=CC1 (3-acetylpyridine), [Cl-].[NH4+] (ammonium chloride), [Mg] (magnesium), II (iodine). Solvent: O1CCCC1 (tetrahydrofuran). Conditions: time 16 hour. Product: O(C1=CC=CC=C1)C1=CC=C(C=C1)C(C)(O)C=1C=NC=CC1 (1-(p-phenoxyphenyl)-1-(3-pyridyl)-ethan-1-ol). Reaction SMILES: [CH:1]1[CH:6]=[CH:5][C:4]([O:7][C:8]2[CH:13]=[CH:12][C:11](Br)=[CH:10][CH:9]=2)=[CH:3][CH:2]=1.[Mg].II.[C:18]([C:21]1[CH:22]=[N:23][CH:24]=[CH:25][CH:26]=1)(=[O:20])[CH3:19].[Cl-].[NH4+]>O1CCCC1>[O:7]([C:8]1[CH:13]=[CH:12][C:11]([C:18]([C:21]2[CH:22]=[N:23][CH:24]=[CH:25][CH:26]=2)([OH:20])[CH3:19])=[CH:10][CH:9]=1)[C:4]1[CH:5]=[CH:6][CH:1]=[CH:2][CH:3]=1 |f:4.5|. Procedure: 25 ml. of a solution of 25.0 g. 4-bromodiphenylether in 75 ml. tetrahydrofuran is added to 2.5 g. magnesium and, admixed with a small crystal of iodine to initiate the Grignard reaction. Thereafter, the remainder of the solution is added dropwise to maintain gentle reflux. The Grignard solution is then refluxed for 0.5 hours, cooled to 5°-10° and to it is added dropwise 12.1 g. of 3-acetylpyridine. The reaction mixture is then stirred at room temperature for 16 hours, decomposed with saturated a... The reactants are CO, COC(=O)c1ccc2cc(-c3ccc(OCCCc4c(-c5c(Cl)cccc5Cl)noc4C(C)C)cc3)ccc2n1, Cl, [Na+], C1CCOC1, [OH-]. The product is CC(C)c1onc(-c2c(Cl)cccc2Cl)c1CCCOc1ccc(-c2ccc3nc(C(=O)O)ccc3c2)cc1. Reaction SMILES: [CH3:49][OH:50].[Cl:1][c:2]1[c:3](-[c:9]2[n:10][o:11][c:12]([CH:38]([CH3:39])[CH3:40])[c:13]2[CH2:14][CH2:15][CH2:16][O:17][c:18]2[cH:19][cH:20][c:21](-[c:24]3[cH:25][c:26]4[cH:27][cH:28][c:29]([C:34](=[O:35])[O:36][CH3:37])[n:30][c:31]4[cH:32][cH:33]3)[cH:22][cH:23]2)[c:4]([Cl:8])[cH:5][cH:6][cH:7]1.[ClH:48].[Na+:47].[O:41]1[CH2:42][CH2:43][CH2:44][CH2:45]1.[OH-:46]>>[Cl:1][c:2]1[c:3](-[c:9]2[n:10][o:11][c:12]([CH:38]([CH3:39])[CH3:40])[c:13]2[CH2:14][CH2:15][CH2:16][O:17][c:18]2[cH:19][cH:20][c:21](-[c:24]3[cH:25][c:26]4[cH:27][cH:28][c:29]([C:34](=[O:35])[OH:36])[n:30][c:31]4[cH:32][cH:33]3)[cH:22][cH:23]2)[c:4]([Cl:8])[cH:5][cH:6][cH:7]1.